This data is from the Open Reaction Database (ORD), a public repository of structured organic reaction records. The task is: describe an organic reaction: reactants, conditions, products, and yield The reactants are N1=CC=CC=C1 (pyridine), [Cl-] (chloride), O(C1=CC=CC=C1)C=1C=C(CO)C=CC1 (3-Phenoxybenzyl alcohol). The reagents and catalysts are [O-2].[O-2].[O-2].[Cr+6] (Chromium trioxide). Solvent: C(Cl)Cl (methylene chloride). Reaction conditions: time 15 minute. Product: O(C1=CC=CC=C1)C=1C=C(C=O)C=CC1 (3-phenoxy-benzaldehyde). RXN SMILES: N1C=CC=CC=1.[Cl-].[O:8]([C:15]1[CH:16]=[C:17]([CH:20]=[CH:21][CH:22]=1)[CH2:18][OH:19])[C:9]1[CH:14]=[CH:13][CH:12]=[CH:11][CH:10]=1>C(Cl)Cl.[O-2].[O-2].[O-2].[Cr+6]>[O:8]([C:15]1[CH:16]=[C:17]([CH:20]=[CH:21][CH:22]=1)[CH:18]=[O:19])[C:9]1[CH:10]=[CH:11][CH:12]=[CH:13][CH:14]=1 |f:4.5.6.7|. Procedure: Chromium trioxide (3.00 g.) was added to a stirred solution of pyridine (4.75 g.) in dry methalene chloride (75 ml.), and stirring was continued for a further 15 minutes. 3-Phenoxybenzyl alcohol (1 g.) in methylene chloride (5 ml.) was added, the mixture stirred for a further 15 minutes, decanted and the residue washed with diethyl ether (100 ml.). The filtrate was washed with 55 sodium hydroxide solution (3 × 50 ml), 2.5 NHCl (50 ml.) and 5% sodium carbonate solution (50 ml.) and dried over Na2...